This data is from the Open Reaction Database (ORD), a public repository of structured organic reaction records. The task is: describe an organic reaction: reactants, conditions, products, and yield Reactants: O=C(O)c1ccc2nc(Br)sc2c1, C[Si](C)(C)C=[N+]=[N-], CO, ClCCl. Product: COC(=O)c1ccc2nc(Br)sc2c1. As a reaction SMILES: [Br:1][c:2]1[s:3][c:4]2[c:5]([n:6]1)[cH:7][cH:8][c:9]([C:11](=[O:12])[OH:13])[cH:10]2.[CH3:14][Si:15]([CH:16]=[N+:17]=[N-:18])([CH3:19])[CH3:20].[CH3:21][OH:22].[Cl:23][CH2:24][Cl:25]>>[Br:1][c:2]1[s:3][c:4]2[c:5]([n:6]1)[cH:7][cH:8][c:9]([C:11](=[O:12])[O:13][CH3:14])[cH:10]2. Reactants: OCCC#Cc1cccc(Br)c1, O=C([O-])O, CCN(CC)S(F)(F)F, ClCCl, [Na+]. Yields the product FCCC#Cc1cccc(Br)c1. As a reaction SMILES: [Br:1][c:2]1[cH:3][c:4]([C:8]#[C:9][CH2:10][CH2:11][OH:12])[cH:5][cH:6][cH:7]1.[C:22](=[O:23])([OH:24])[O-:25].[CH2:13]([N:14]([S:15]([F:16])([F:17])[F:19])[CH2:18][CH3:20])[CH3:21].[Cl:27][CH2:28][Cl:29].[Na+:26]>>[Br:1][c:2]1[cH:3][c:4]([C:8]#[C:9][CH2:10][CH2:11][F:19])[cH:5][cH:6][cH:7]1. The reactants are CCN=C=NCCCN(C)C, Cn1ccnc1C(=O)O, CN(C)C=O, Cl, CC(=O)Nc1cn2nc(Oc3ccc(C)c(N)c3)ccc2n1, [Na+], On1nnc2ccccc21, O=C([O-])O. Reaction SMILES: [CH2:33]([N:34]=[C:35]=[N:36][CH2:37][CH2:38][CH2:39][N:40]([CH3:41])[CH3:42])[CH3:43].[CH3:23][n:24]1[c:25]([C:29](=[O:30])[OH:31])[n:26][cH:27][cH:28]1.[CH3:59][N:60]([CH3:61])[CH:62]=[O:63].[ClH:32].[NH2:1][c:2]1[cH:3][c:4]([O:5][c:6]2[cH:7][cH:8][c:9]3[n:10]([n:11]2)[cH:12][c:13]([NH:15][C:16]([CH3:17])=[O:18])[n:14]3)[cH:19][cH:20][c:21]1[CH3:22].[Na+:54].[OH:44][n:45]1[c:46]2[cH:47][cH:48][cH:49][cH:50][c:51]2[n:52][n:53]1.[OH:55][C:56](=[O:57])[O-:58]>>[NH:1]([c:2]1[cH:3][c:4]([O:5][c:6]2[cH:7][cH:8][c:9]3[n:10]([n:11]2)[cH:12][c:13]([NH:15][C:16]([CH3:17])=[O:18])[n:14]3)[cH:19][cH:20][c:21]1[CH3:22])[C:29]([c:25]1[n:24]([CH3:23])[cH:28][cH:27][n:26]1)=[O:30]. Product: CC(=O)Nc1cn2nc(Oc3ccc(C)c(NC(=O)c4nccn4C)c3)ccc2n1. Reactants: [Br-], [Br-], [Br-], CCCC[N+](CCCC)(CCCC)CCCC, CCCC[N+](CCCC)(CCCC)CCCC, CCCC[N+](CCCC)(CCCC)CCCC, CCOc1ccc(CC)c(O)c1, ClC(Cl)Cl. The product is CCOc1cc(O)c(CC)cc1Br. Reaction SMILES: [Br-:1].[Br-:2].[Br-:3].[CH2:21]([N+:22]([CH2:23][CH2:24][CH2:25][CH3:26])([CH2:27][CH2:28][CH2:29][CH3:30])[CH2:31][CH2:32][CH2:33][CH3:34])[CH2:35][CH2:36][CH3:37].[CH2:38]([N+:39]([CH2:40][CH2:41][CH2:42][CH3:43])([CH2:44][CH2:45][CH2:46][CH3:47])[CH2:48][CH2:49][CH2:50][CH3:51])[CH2:52][CH2:53][CH3:54].[CH2:4]([N+:5]([CH2:6][CH2:7][CH2:8][CH3:9])([CH2:10][CH2:11][CH2:12][CH3:13])[CH2:14][CH2:15][CH2:16][CH3:17])[CH2:18][CH2:19][CH3:20].[CH2:55]([CH3:56])[O:57][c:58]1[cH:59][cH:60][c:61]([CH2:65][CH3:66])[c:62]([OH:64])[cH:63]1.[Cl:67][CH:68]([Cl:69])[Cl:70]>>[Br:1][c:59]1[c:58]([O:57][CH2:55][CH3:56])[cH:63][c:62]([OH:64])[c:61]([CH2:65][CH3:66])[cH:60]1. The reactants are C([O-])([O-])=O.[K+].[K+] (potassium carbonate), [Si](C)(C)(C(C)(C)C)Cl (tert-Butyldimethylsilyl chloride), N1C=NC=C1 (imidazole), OCCC1=CC=C(S1)CC(=O)O (2-(5-(2-Hydroxyethyl)thiophen-2-yl)acetic acid). The solvent is O (water), CN(C)C=O (DMF), C1CCOC1 (THF). Run at time 1 hour. The product is [Si](C)(C)(C(C)(C)C)OCCC1=CC=C(S1)CCO (2-(5-(2-(tert-Butyldimethylsilyloxy)ethyl)thiophen-2-yl)ethanol). RXN SMILES: [Si:1](Cl)([C:4]([CH3:7])([CH3:6])[CH3:5])([CH3:3])[CH3:2].N1C=CN=C1.[OH:14][CH2:15][CH2:16][C:17]1[S:21][C:20]([CH2:22][C:23](O)=[O:24])=[CH:19][CH:18]=1.C(=O)([O-])[O-].[K+].[K+]>CN(C=O)C.O.C1COCC1>[Si:1]([O:24][CH2:23][CH2:22][C:20]1[S:21][C:17]([CH2:16][CH2:15][OH:14])=[CH:18][CH:19]=1)([C:4]([CH3:7])([CH3:6])[CH3:5])([CH3:3])[CH3:2] |f:3.4.5|. Reported procedure: tert-Butyldimethylsilyl chloride (6.63 g) was added portionwise to a solution of imidazole (2.99 g) and 2-(5-(2-hydroxyethyl)thiophen-2-yl)acetic acid (3.9 g) (example 4, step e) in DMF (50 mL) over 20 minutes. The resulting solution was stirred for 1 h. THF (50 mL) was then added and the reaction cooled in an ice bath. A solution of potassium carbonate (4.05 g) in water (50 mL) was then added and the mixture stirred for 20 min. The reaction was partitioned between ethyl acetate and brine. The o... Starting materials: NC([C@@H](COCC1=CC=CC=C1)NC1=CC(=C(C(=O)N)C=C1)NC1=CC(=NS1)C)=O ((R)-4-(1-amino-3-(benzyloxy)-1-oxopropan-2-ylamino)-2-(3-methylisothiazol-5-ylamino)benzamide), B(Br)(Br)Br (BBr3). Run in C(Cl)Cl (CH2Cl2). Reaction conditions: time 1 hour. Product: NC([C@@H](CO)NC1=CC(=C(C(=O)N)C=C1)NC1=CC(=NS1)C)=O ((R)-4-(1-amino-3-hydroxy-1-oxopropan-2-ylamino)-2-(3-methylisothiazol-5-ylamino)benzamide). Yield: 33.1%. Reaction SMILES: [NH2:1][C:2](=[O:30])[C@H:3]([NH:13][C:14]1[CH:22]=[CH:21][C:17]([C:18]([NH2:20])=[O:19])=[C:16]([NH:23][C:24]2[S:28][N:27]=[C:26]([CH3:29])[CH:25]=2)[CH:15]=1)[CH2:4][O:5]CC1C=CC=CC=1.B(Br)(Br)Br>C(Cl)Cl>[NH2:1][C:2](=[O:30])[C@H:3]([NH:13][C:14]1[CH:22]=[CH:21][C:17]([C:18]([NH2:20])=[O:19])=[C:16]([NH:23][C:24]2[S:28][N:27]=[C:26]([CH3:29])[CH:25]=2)[CH:15]=1)[CH2:4][OH:5]. Reported procedure: To a suspension of (R)-4-(1-amino-3-(benzyloxy)-1-oxopropan-2-ylamino)-2-(3-methylisothiazol-5-ylamino)benzamide (4 mg, 0.009 mmol) in CH2Cl2 (1 mL), BBr3 (0.050 mL, 0.53 mmol) was added. After being stirred and swirled for 1 h, the mixture was purified by HPLC to give the titled compound (1 mg). MS 336.3 (M+H); UV 202.9, 294.6 nm The reactants are C(CCCCCCC)N (octylamine), C(C(=C)CC(=O)O)(=O)O (itaconic acid), N(CCO)(CCO)CCO (triethanolamine). Yields the product C(CCCCCCC)N1CC(CC1=O)C(=O)O (N-octyl-5-oxopyrrolidine-3-carboxylic acid). Yield: 162.3%. RXN SMILES: [CH2:1]([NH2:9])[CH2:2][CH2:3][CH2:4][CH2:5][CH2:6][CH2:7][CH3:8].[C:10]([OH:18])(=[O:17])[C:11]([CH2:13][C:14](O)=[O:15])=[CH2:12].N(CCO)(CCO)CCO>>[CH2:1]([N:9]1[C:14](=[O:15])[CH2:13][CH:11]([C:10]([OH:18])=[O:17])[CH2:12]1)[CH2:2][CH2:3][CH2:4][CH2:5][CH2:6][CH2:7][CH3:8]. Procedure details: 129 g of octylamine, 130 g of itaconic acid and 149 g of triethanolamine were used to obtain 391 g of N-octyl-5-oxopyrrolidine-3-carboxylic acid triethanolammonium salt with